Dataset: the Open Reaction Database (ORD), a public repository of structured organic reaction records. Task: describe an organic reaction: reactants, conditions, products, and yield Reactants: CC1(N=C(OC1)C1=C(C=C(C=C1)F)C(CCN(C(OC(C)(C)C)=O)C)=O)C (tert-butyl 3-(2-(4,4-dimethyl-4,5-dihydrooxazol-2-yl)-5-fluorophenyl)-3-oxopropyl(methyl)carbamate), COCCCC[Mg]Cl (4-methoxybutylmagnesium chloride), C(C)(=O)OCC (ethyl acetate). Solvent: C1(=CC=CC=C1)C (toluene), [Cl-].[Na+].O (brine). Reaction conditions: temperature -30 celsius, time 2 hour. The product is FC=1C=C2C(OC(C2=CC1)=O)(CCNC)CCCCOC (5-Fluoro-3-(4-methoxybutyl)-3-(2-(methylamino)ethyl)isobenzofuran-1(3H)-one). Yield: 110.0%. Reaction SMILES: CC1(C)C[O:5][C:4]([C:7]2[CH:12]=[CH:11][C:10]([F:13])=[CH:9][C:8]=2[C:14](=[O:26])[CH2:15][CH2:16][N:17]([CH3:25])C(=O)OC(C)(C)C)=N1.[CH3:28][O:29][CH2:30][CH2:31][CH2:32][CH2:33][Mg]Cl.C(OCC)(=O)C>C1(C)C=CC=CC=1.[Cl-].[Na+].O>[F:13][C:10]1[CH:9]=[C:8]2[C:7](=[CH:12][CH:11]=1)[C:4](=[O:5])[O:26][C:14]2([CH2:33][CH2:32][CH2:31][CH2:30][O:29][CH3:28])[CH2:15][CH2:16][NH:17][CH3:25] |f:4.5.6|. Procedure details: To a solution of tert-butyl 3-(2-(4,4-dimethyl-4,5-dihydrooxazol-2-yl)-5-fluorophenyl)-3-oxopropyl(methyl)carbamate (153 mg, 0.4 mmol) in dry toluene (2 mL) at −30° C. was added 4-methoxybutylmagnesium chloride (2.0 M, 0.6 mL, 1.2 mmol, prepared by refluxing 4-methoxybutylchloride and magnesium in THF for 4 h). The reaction was stirred at −30° C. for 2 h. After warming to room temperature, the reaction mixture was poured into a mixture of ethyl acetate and brine, separated. The aqueous phase was... Reactants: C1(CC1)[C@@](CNC(=O)C1=NC(=C(N=C1)Br)C1=CC=C(C=C1)OC(F)(F)F)(C)O (5-bromo-6-(4-trifluoromethoxy-phenyl)-pyrazine-2-carboxylic acid ((R)-2-cyclopropyl-2-hydroxy-propyl)-amide), C(#C)C1=NC=CC=C1 (ortho-ethynylpyridine). Product: C1(CC1)[C@@](CNC(=O)C1=NC(=C(N=C1)CCC1=NC=CC=C1)C1=CC=C(C=C1)OC(F)(F)F)(C)O (5-(2-Pyridin-2-yl-ethyl)-6-(4-trifluoromethoxy-phenyl)-pyrazine-2-carboxylic Acid ((R)-2-cyclopropyl-2-hydroxy-propyl)-amide), product. As a reaction SMILES: [CH:1]1([C@:4]([OH:28])([CH3:27])[CH2:5][NH:6][C:7]([C:9]2[CH:14]=[N:13][C:12](Br)=[C:11]([C:16]3[CH:21]=[CH:20][C:19]([O:22][C:23]([F:26])([F:25])[F:24])=[CH:18][CH:17]=3)[N:10]=2)=[O:8])[CH2:3][CH2:2]1.[C:29]([C:31]1[CH:36]=[CH:35][CH:34]=[CH:33][N:32]=1)#[CH:30]>>[CH:1]1([C@:4]([OH:28])([CH3:27])[CH2:5][NH:6][C:7]([C:9]2[CH:14]=[N:13][C:12]([CH2:30][CH2:29][C:31]3[CH:36]=[CH:35][CH:34]=[CH:33][N:32]=3)=[C:11]([C:16]3[CH:21]=[CH:20][C:19]([O:22][C:23]([F:26])([F:25])[F:24])=[CH:18][CH:17]=3)[N:10]=2)=[O:8])[CH2:3][CH2:2]1. Procedure: The title compound was synthesized in analogy to Example 117, using 5-bromo-6-(4-trifluoromethoxy-phenyl)-pyrazine-2-carboxylic acid ((R)-2-cyclopropyl-2-hydroxy-propyl)-amide and ortho-ethynylpyridine as starting materials to yield the product as light brown oil, MS (ISP) 487.4 (M+H)+. Reactants: CC1=C(C(=CC=C1)[N+](=O)[O-])NC=O ((2-methyl-6-nitrophenyl)formamide), C([O-])([O-])=O.[K+].[K+] (potassium carbonate), [I-].[K+] (potassium iodide), BrCC(=O)OCC (ethyl bromoacetate). Run in CN(C=O)C (N,N-dimethylformamide), CN(C=O)C (N,N-dimethylformamide). Conditions: temperature 60 celsius. Yields the product C(=O)N(CC(=O)OCC)C1=C(C=CC=C1[N+](=O)[O-])C (ethyl N-formyl-N-(2-methyl-6-nitrophenyl)glycinate). Yield: 63.0%. RXN SMILES: [CH3:1][C:2]1[CH:7]=[CH:6][CH:5]=[C:4]([N+:8]([O-:10])=[O:9])[C:3]=1[NH:11][CH:12]=[O:13].C(=O)([O-])[O-].[K+].[K+].[I-].[K+].Br[CH2:23][C:24]([O:26][CH2:27][CH3:28])=[O:25]>CN(C)C=O>[CH:12]([N:11]([C:3]1[C:4]([N+:8]([O-:10])=[O:9])=[CH:5][CH:6]=[CH:7][C:2]=1[CH3:1])[CH2:23][C:24]([O:26][CH2:27][CH3:28])=[O:25])=[O:13] |f:1.2.3,4.5|. Reported procedure: To a mixture of (2-methyl-6-nitrophenyl)formamide (180 mg, 1.0 mmol), potassium carbonate (276 mg, 2.0 mmol), potassium iodide (5 mg) and N,N-dimethylformamide (1 mL) a solution of ethyl bromoacetate (184 mg, 1 mmol) in N,N-dimethylformamide (1 mL) was added at room temperature. The mixture was heated at 60° C. for 3 h, then cooled to room temperature. The mixture was partitioned between water and ethyl acetate. The organic layer was separated, washed with brine and dried over magnesium sulfate.... The reactants are O=C1c2cc(Br)ccc2CC12CCC2, C1CCOC1, CC(C)(C)S(N)=O, [CH3], CCOC(C)=O, CC[O-], CC[O-], CC[O-], CC[O-], O, [Ti+4]. Product: CC(C)(C)S(=O)N=C1c2cc(Br)ccc2CC12CCC2. Reaction SMILES: [Br:1][c:2]1[cH:3][cH:4][c:5]2[c:12]([cH:13]1)[C:11](=[O:14])[C:7]1([CH2:6]2)[CH2:8][CH2:9][CH2:10]1.[CH2:24]1[O:25][CH2:26][CH2:27][CH2:28]1.[CH3:15][C:16]([CH3:17])([CH3:18])[S:19](=[O:20])[NH2:21].[CH3:23].[CH3:29][CH2:30][O:31][C:32]([CH3:33])=[O:34].[CH3:35][CH2:36][O-:37].[CH3:39][CH2:40][O-:41].[CH3:42][CH2:43][O-:44].[CH3:45][CH2:46][O-:47].[OH2:22].[Ti+4:38]>>[Br:1][c:2]1[cH:3][cH:4][c:5]2[c:12]([cH:13]1)[C:11](=[N:21][S:19]([C:16]([CH3:15])([CH3:17])[CH3:18])=[O:20])[C:7]1([CH2:6]2)[CH2:8][CH2:9][CH2:10]1. Reactants: O=C1CCC(=O)N1Br, CC12CCC(C1)C1(C)Oc3ccccc3C21C, CN(C)C=O, ClC(Cl)Cl, C1CCOC1, O. The product is CC12CCC(C1)C1(C)Oc3ccc(Br)cc3C21C. As a reaction SMILES: [Br:18][N:19]1[C:20](=[O:21])[CH2:22][CH2:23][C:24]1=[O:25].[CH3:1][C:2]12[CH2:3][CH2:4][CH:5]([C:6]3([CH3:16])[O:7][c:8]4[c:9]([cH:12][cH:13][cH:14][cH:15]4)[C:10]13[CH3:11])[CH2:17]2.[CH3:36][N:37]([CH3:38])[CH:39]=[O:40].[CH:27]([Cl:28])([Cl:29])[Cl:30].[O:31]1[CH2:32][CH2:33][CH2:34][CH2:35]1.[OH2:26]>>[CH3:1][C:2]12[CH2:3][CH2:4][CH:5]([C:6]3([CH3:16])[O:7][c:8]4[c:9]([cH:12][c:13]([Br:18])[cH:14][cH:15]4)[C:10]13[CH3:11])[CH2:17]2.